From a dataset of the Open Reaction Database (ORD), a public repository of structured organic reaction records. describe an organic reaction: reactants, conditions, products, and yield Starting materials: N1=CC=C(C=C1)C=1SC=C(N1)NC(NC1=CC=CC(=N1)CN1CCC(CC1)C(=O)OCC)=O (Ethyl 1-{6-[3-(2-(pyridin-4-yl)thiazol-4-yl)ureido]-pyridin-2-ylmethyl}-piperidine-4-carboxylate), [Li+].[OH-] (LiOH). Solvent: O (H2O), CO (MeOH). Reaction conditions: temperature 45 celsius. Product: N1=CC=C(C=C1)C=1SC=C(N1)NC(NC1=CC=CC(=N1)CN1CCC(CC1)C(=O)O)=O (1-{6-[3-(2-(4-Pyridinyl)-4-thiazolyl)ureido]-pyridin-2-ylmethyl}-piperidine-4-carboxylic acid). Reaction SMILES: [N:1]1[CH:6]=[CH:5][C:4]([C:7]2[S:8][CH:9]=[C:10]([NH:12][C:13](=[O:33])[NH:14][C:15]3[N:20]=[C:19]([CH2:21][N:22]4[CH2:27][CH2:26][CH:25]([C:28]([O:30]CC)=[O:29])[CH2:24][CH2:23]4)[CH:18]=[CH:17][CH:16]=3)[N:11]=2)=[CH:3][CH:2]=1.[Li+].[OH-]>CO.O>[N:1]1[CH:2]=[CH:3][C:4]([C:7]2[S:8][CH:9]=[C:10]([NH:12][C:13](=[O:33])[NH:14][C:15]3[N:20]=[C:19]([CH2:21][N:22]4[CH2:23][CH2:24][CH:25]([C:28]([OH:30])=[O:29])[CH2:26][CH2:27]4)[CH:18]=[CH:17][CH:16]=3)[N:11]=2)=[CH:5][CH:6]=1 |f:1.2|. Procedure details: Ethyl 1-{6-[3-(2-(pyridin-4-yl)thiazol-4-yl)ureido]-pyridin-2-ylmethyl}-piperidine-4-carboxylate (55 mg, 0.12 mmol, Example 61) was suspended in MeOH (10 ml) followed by adding LiOH (50 mg, 1.18 mmol) in H2O (1 ml). The resulting mixture was heated at 45° C. for 15 h. After cooling to RT, the solvent was removed. The residue was suspended in H2O (20 mL). The pH was adjusted to 7 using HCl (1N). The resulting mixture was extracted with CHCl3:IpOH (3:1). The organic layer was washed with H2O and b... Reactants: CO, [H][H], O=C(O)C1=Cc2cc(O)ccc2OC1. Yields the product O=C(O)C1COc2ccc(O)cc2C1. RXN SMILES: [CH3:17][OH:18].[H:15][H:16].[OH:1][c:2]1[cH:3][c:4]2[c:9]([cH:10][cH:11]1)[O:8][CH2:7][C:6]([C:12](=[O:13])[OH:14])=[CH:5]2>>[OH:1][c:2]1[cH:3][c:4]2[c:9]([cH:10][cH:11]1)[O:8][CH2:7][CH:6]([C:12](=[O:13])[OH:14])[CH2:5]2. Starting materials: CC(=O)O[BH-](OC(C)=O)OC(C)=O, CC(=O)O, ClCCCl, COc1ccc(CNc2ncnc3c2ccn3C2CC(CN)C(O)C2O)c(OC)c1, [Na+], [Na+], O=C([O-])O, CCOC(=O)CCC1CC(=O)C1. The product is CCOC(=O)CCC1CC(NCC2CC(n3ccc4c(NCc5ccc(OC)cc5OC)ncnc43)C(O)C2O)C1. RXN SMILES: [C:1]([O:2][BH-:3]([O:4][C:5](=[O:6])[CH3:7])[O:8][C:9](=[O:10])[CH3:11])(=[O:12])[CH3:13].[CH3:57][C:58](=[O:59])[OH:60].[Cl:66][CH2:67][CH2:68][Cl:69].[NH2:15][CH2:16][CH:17]1[CH:18]([OH:44])[CH:19]([OH:43])[CH:20]([n:22]2[cH:23][cH:24][c:25]3[c:26]2[n:27][cH:28][n:29][c:30]3[NH:31][CH2:32][c:33]2[c:34]([O:41][CH3:42])[cH:35][c:36]([O:39][CH3:40])[cH:37][cH:38]2)[CH2:21]1.[Na+:14].[Na+:65].[O-:61][C:62]([OH:63])=[O:64].[O:45]=[C:46]1[CH2:47][CH:48]([CH2:50][CH2:51][C:52](=[O:53])[O:54][CH2:55][CH3:56])[CH2:49]1>>[NH:15]([CH2:16][CH:17]1[CH:18]([OH:44])[CH:19]([OH:43])[CH:20]([n:22]2[cH:23][cH:24][c:25]3[c:26]2[n:27][cH:28][n:29][c:30]3[NH:31][CH2:32][c:33]2[c:34]([O:41][CH3:42])[cH:35][c:36]([O:39][CH3:40])[cH:37][cH:38]2)[CH2:21]1)[CH:46]1[CH2:47][CH:48]([CH2:50][CH2:51][C:52](=[O:53])[O:54][CH2:55][CH3:56])[CH2:49]1.